Dataset: the Open Reaction Database (ORD), a public repository of structured organic reaction records. Task: describe an organic reaction: reactants, conditions, products, and yield Starting materials: COc1cccc(C=O)c1C(=O)O, CC(=O)O, CC(=O)[O-], [Na+], O, O=C1CSC(=S)N1. Yields the product COc1cccc(C=C2SC(=S)NC2=O)c1C(=O)O. As a reaction SMILES: [CH3:1][O:2][c:3]1[cH:4][cH:5][cH:6][c:7]([CH:12]=[O:13])[c:8]1[C:9](=[O:10])[OH:11].[CH3:21][C:22](=[O:23])[OH:24].[CH3:26][C:27](=[O:28])[O-:29].[Na+:25].[OH2:30].[S:14]1[C:15](=[S:16])[NH:17][C:18](=[O:19])[CH2:20]1>>[CH3:1][O:2][c:3]1[cH:4][cH:5][cH:6][c:7]([CH:12]=[C:20]2[S:14][C:15](=[S:16])[NH:17][C:18]2=[O:19])[c:8]1[C:9](=[O:10])[OH:11]. Reactants: ClCCl, [O-][N+]1=C(c2ccccc2F)c2cc(Cl)ccc2-c2ncncc2C1, [NH4+], [OH-], ClP(Cl)Cl. Product: Fc1ccccc1C1=NCc2cncnc2-c2ccc(Cl)cc21. As a reaction SMILES: [CH2:31]([Cl:32])[Cl:33].[Cl:1][c:2]1[cH:3][c:4]2[c:5]([cH:23][cH:24]1)-[c:6]1[c:7]([cH:19][n:20][cH:21][n:22]1)[CH2:8][N+:9]([O-:18])=[C:10]2[c:11]1[c:12]([F:17])[cH:13][cH:14][cH:15][cH:16]1.[NH4+:29].[OH-:30].[P:25]([Cl:26])([Cl:27])[Cl:28]>>[Cl:1][c:2]1[cH:3][c:4]2[c:5]([cH:23][cH:24]1)-[c:6]1[c:7]([cH:19][n:20][cH:21][n:22]1)[CH2:8][N:9]=[C:10]2[c:11]1[c:12]([F:17])[cH:13][cH:14][cH:15][cH:16]1. Starting materials: ClC1=NC2=CC=CC=C2C(=N1)NC1=CC=C(C=C1)OC ((2-chloro-quinazolin-4-yl)-(4-methoxy-phenyl)-amine), C(C)I (ethyl iodide), example 36. Yields the product ClC1=NC2=CC=CC=C2C(=N1)N(C1=CC=C(C=C1)OC)CC ((2-Chloro-quinazolin-4-yl)-ethyl-(4-methoxy-phenyl)-amine). As a reaction SMILES: [Cl:1][C:2]1[N:11]=[C:10]([NH:12][C:13]2[CH:18]=[CH:17][C:16]([O:19][CH3:20])=[CH:15][CH:14]=2)[C:9]2[C:4](=[CH:5][CH:6]=[CH:7][CH:8]=2)[N:3]=1.[CH2:21](I)[CH3:22]>>[Cl:1][C:2]1[N:11]=[C:10]([N:12]([CH2:21][CH3:22])[C:13]2[CH:18]=[CH:17][C:16]([O:19][CH3:20])=[CH:15][CH:14]=2)[C:9]2[C:4](=[CH:5][CH:6]=[CH:7][CH:8]=2)[N:3]=1. Procedure: The title compound was prepared from (2-chloro-quinazolin-4-yl)-(4-methoxy-phenyl)-amine and ethyl iodide by a procedure similar to example 36 (58% yield). 1H NMR (CDCl3): 7.69-7.72 (m, 1H), 7.53 (ddd, J=8.1, 6.9 and 1.5 Hz, 1H), 7.09-7.14 (m, 2H), 6.94-6.70 (m, 3H), 6.83-6.87 (m, 1H), 4.13 (q, J=7.2 Hz, 2H), 3.87 (s, 1H), 1.30 (t, J=6.9 Hz, 3H). Reactants: C(C)(=O)[O-].[Na+] (Sodium acetate), FC(OC1=CC=C(C=C1)N1N=C(N=C1)C1=CC=C(C=C1)CCCN)(F)F (3-(4-(1-(4-(trifluoromethoxy)phenyl)-1H-1,2,4-triazol-3-yl)phenyl)propan-1-amine), C(C)(C)C1=C(C=CC(=C1)C)NC(=S)N (1-(2-isopropyl-4-methylphenyl)thiourea). The product is C(C)(C)C1=C(C=CC(=C1)C)NC(=S)NC(=O)NCCCC1=CC=C(C=C1)C1=NN(C=N1)C1=CC=C(C=C1)OC(F)(F)F (1-[(2-isopropyl-4-methyl-phenyl)carbamothioyl]-3-[3-[4-[1-[4-(trifluoromethoxy)phenyl]-1H-1,2,4-triazol-3-yl]phenyl]propyl]urea), solid. The yield is 32.0%. RXN SMILES: [F:1][C:2]([F:26])([F:25])[O:3][C:4]1[CH:9]=[CH:8][C:7]([N:10]2[CH:14]=[N:13][C:12]([C:15]3[CH:20]=[CH:19][C:18]([CH2:21][CH2:22][CH2:23][NH2:24])=[CH:17][CH:16]=3)=[N:11]2)=[CH:6][CH:5]=1.[CH:27]([C:30]1[CH:35]=[C:34]([CH3:36])[CH:33]=[CH:32][C:31]=1[NH:37][C:38]([NH2:40])=[S:39])([CH3:29])[CH3:28].[C:41]([O-])(=[O:43])C.[Na+]>>[CH:27]([C:30]1[CH:35]=[C:34]([CH3:36])[CH:33]=[CH:32][C:31]=1[NH:37][C:38]([NH:40][C:41]([NH:24][CH2:23][CH2:22][CH2:21][C:18]1[CH:19]=[CH:20][C:15]([C:12]2[N:13]=[CH:14][N:10]([C:7]3[CH:6]=[CH:5][C:4]([O:3][C:2]([F:1])([F:25])[F:26])=[CH:9][CH:8]=3)[N:11]=2)=[CH:16][CH:17]=1)=[O:43])=[S:39])([CH3:29])[CH3:28] |f:2.3|. Reported procedure: The title compound was prepared as described in Example 63 using 3-(4-(1-(4-(trifluoromethoxy)phenyl)-1H-1,2,4-triazol-3-yl)phenyl)propan-1-amine (C60) and 1-(2-isopropyl-4-methylphenyl)thiourea. Sodium acetate was used in place of sodium bicarbonate. The title compound was isolated as a white solid (0.101 g, 32%): 1H NMR (400 MHz, DMSO-d6) δ 11.87 (s, 1H), 10.04 (s, 1H), 9.39 (s, 1H), 8.14-7.99 (m, 4H), 7.71-7.55 (m, 2H), 7.46-7.33 (m, 2H), 7.26 (d, J=8.0 Hz, 1H), 7.14 (d, J=2.0 Hz, 1H), 7.08 (... Run at time 18 hour. As a reaction SMILES: N12CCCN=C1CCCCC2.[Br:12][C:13]1[CH:14]=[C:15]2[C:20](=[CH:21][CH:22]=1)[CH:19]([C:23]([O:25][CH2:26][CH3:27])=[O:24])[N:18](S(C1C=CC=CC=1)(=O)=O)[CH2:17][CH2:16]2.O>C1(C)C=CC=CC=1>[Br:12][C:13]1[CH:14]=[C:15]2[C:20](=[CH:21][CH:22]=1)[C:19]([C:23]([O:25][CH2:26][CH3:27])=[O:24])=[N:18][CH:17]=[CH:16]2. Solvent: C1(=CC=CC=C1)C (toluene). The reactants are N12CCCCCC2=NCCC1 (1,8-Diazabicyclo[5.4.0]undec-7-ene), BrC=1C=C2CCN(C(C2=CC1)C(=O)OCC)S(=O)(=O)C1=CC=CC=C1 (ethyl 6-bromo-2-(phenylsulfonyl)-1,2,3,4-tetrahydro-1-isoquinolinecarboxylate), O (Water). Procedure: 1,8-Diazabicyclo[5.4.0]undec-7-ene (762.3 μL, 5.10 mmol) was added to ethyl 6-bromo-2-(phenylsulfonyl)-1,2,3,4-tetrahydro-1-isoquinolinecarboxylate (1.03 g, 2.43 mmol) in toluene (12 mL) under argon and the reaction was stirred for 18 hours. Water was added and the mixture was extracted with ethyl acetate. The organic layer was washed with saturated sodium bicarbonate, dried over anhydrous magnesium sulfate, then filtered and concentrated. The residue was purified by silica gel chromatography el... Yields the product BrC=1C=C2C=CN=C(C2=CC1)C(=O)OCC (ethyl 6-bromo-1-isoquinolinecarboxylate). The yield is 58.9%.